Dataset: the Open Reaction Database (ORD), a public repository of structured organic reaction records. Task: describe an organic reaction: reactants, conditions, products, and yield Reactants: C(C)OC(C1=CC=C(C=C1)OCCCCl)=O (4-(3-chloropropoxy)benzoic acid ethyl ester), C1(C=2C(C(N1)=O)=CC=CC2)=O.[K] (potassium phthalimide). Solvent: CN(C=O)C (dimethylformamide). Conditions: temperature 135 celsius. Product: C(C)OC(C1=CC=C(C=C1)OCCCN1C(C2=CC=CC=C2C1=O)=O)=O (4-[3-(1,3-Dihydro-1,3-dioxo-2H-isoindol-2-yl)propoxy]benzoic acid ethyl ester). Isolated yield 56.0%. RXN SMILES: [CH2:1]([O:3][C:4](=[O:16])[C:5]1[CH:10]=[CH:9][C:8]([O:11][CH2:12][CH2:13][CH2:14]Cl)=[CH:7][CH:6]=1)[CH3:2].[C:17]1(=[O:27])[NH:21][C:20](=[O:22])[C:19]2=[CH:23][CH:24]=[CH:25][CH:26]=[C:18]12.[K]>CN(C)C=O>[CH2:1]([O:3][C:4](=[O:16])[C:5]1[CH:10]=[CH:9][C:8]([O:11][CH2:12][CH2:13][CH2:14][N:21]2[C:17](=[O:27])[C:18]3[C:19](=[CH:23][CH:24]=[CH:25][CH:26]=3)[C:20]2=[O:22])=[CH:7][CH:6]=1)[CH3:2] |f:1.2,^1:27|. Procedure details: To a stirred solution of 22.5 g (0.092 mole) of 4-(3-chloropropoxy)benzoic acid ethyl ester in 150 mL of dimethylformamide was added 17.6 g (0.093 mole) of potassium phthalimide (98%, Aldrich) and the mixture was heated (135° C.) under a nitrogen atmosphere for 8 hr. The solvent was evaporated under reduced pressure to leave a semi-solid residue. The residue was triturated with 100 mL of water and the resulting solid was collected by filtration. The solid was recrystallized from isopropyl alcoho... The reactants are COC=CC(=O)NC1=CC=C(C=C1)N1CCN(CC1)C(C1=CC(=C(C=C1)OC)OC)=O (N-(β-methoxyacryloyl)-p-[4-(3,4-dimethoxybenzoyl)-1-piperazinyl]aniline), [OH-].[Na+] (NaOH). The solvent is OS(=O)(=O)O (H2SO4). Product: COC=1C=C(C(=O)N2CCN(CC2)C=2C=C3C=CC(NC3=CC2)=O)C=CC1OC (6-[4-(3,4-dimethoxybenzoyl)-1-piperazinyl]carbostyril). Isolated yield 5.0%. As a reaction SMILES: CO[CH:3]=[CH:4][C:5]([NH:7][C:8]1[CH:13]=[CH:12][C:11]([N:14]2[CH2:19][CH2:18][N:17]([C:20](=[O:31])[C:21]3[CH:26]=[CH:25][C:24]([O:27][CH3:28])=[C:23]([O:29][CH3:30])[CH:22]=3)[CH2:16][CH2:15]2)=[CH:10][CH:9]=1)=[O:6].[OH-].[Na+]>OS(O)(=O)=O>[CH3:30][O:29][C:23]1[CH:22]=[C:21]([CH:26]=[CH:25][C:24]=1[O:27][CH3:28])[C:20]([N:17]1[CH2:16][CH2:15][N:14]([C:11]2[CH:12]=[C:13]3[C:8](=[CH:9][CH:10]=2)[NH:7][C:5](=[O:6])[CH:4]=[CH:3]3)[CH2:19][CH2:18]1)=[O:31] |f:1.2|. Reported procedure: N-(β-methoxyacryloyl)-p-[4-(3,4-dimethoxybenzoyl)-1-piperazinyl]aniline (5 g) was added portionwise to 50 ml of 60% H2SO4 while stirring at room temperature. After continuing the reaction for 2 hours, the reaction mixture was neutralized with 10 N NaOH to precipitate crystals which then were collected by filtration and washed with water. Recrystallization of the crystals from chloroform-methanol gave 230 mg of 6-[4-(3,4-dimethoxybenzoyl)-1-piperazinyl]carbostyril, m.p. 265°-266.5° C. (decomp.), ... The reactants are O1CCCCC1 (tetrahydropyran), CN1C(C=CC2=CC(=CC=C12)COC=1C=C(C=CC1)CC#N)=O (3-(1-methyl-2-oxo-1,2-dihydroquinolin-6-ylmethoxy)phenylacetonitrile), bis-2-chloroethyl ether. The product is C(#N)C1(CCOCC1)C1=CC(=CC=C1)OCC=1C=C2C=CC(N(C2=CC1)C)=O (4-cyano-4-[3-(1-methyl-2-oxo-1,2-dihydroquinolin-6-ylmethoxy)phenyl]tetrahydropyran). Isolated yield 61.0%. As a reaction SMILES: [O:1]1[CH2:6][CH2:5]C[CH2:3][CH2:2]1.[CH3:7][N:8]1[C:17]2[C:12](=[CH:13][C:14]([CH2:18][O:19][C:20]3[CH:21]=[C:22]([CH2:26][C:27]#[N:28])[CH:23]=[CH:24][CH:25]=3)=[CH:15][CH:16]=2)[CH:11]=[CH:10][C:9]1=[O:29]>>[C:27]([C:26]1([C:22]2[CH:23]=[CH:24][CH:25]=[C:20]([O:19][CH2:18][C:14]3[CH:13]=[C:12]4[C:17](=[CH:16][CH:15]=3)[N:8]([CH3:7])[C:9](=[O:29])[CH:10]=[CH:11]4)[CH:21]=2)[CH2:5][CH2:6][O:1][CH2:2][CH2:3]1)#[N:28]. Procedure: Using the procedure described in the third paragraph of the portion of Example 2 which is concerned with the preparation of 4-ethoxycarbonyl-4-(3-hydroxypheny])tetrahydropyran, 3-(1-methyl-2-oxo-1,2-dihydroquinolin-6-ylmethoxy)phenylacetonitrile was reacted with bis-2-chloroethyl ether to give 4-cyano-4-[3-(1-methyl-2-oxo-1,2-dihydroquinolin-6-ylmethoxy)phenyl]tetrahydropyran in 61% yield, m.p. 149°-150° C. (recrystallised from a mixture of methylene chloride and diethyl ether). Starting materials: ice water, BrC1=C(C=NN1C1=CC=CC=C1)C(=O)O (5-bromo-1-phenyl-1H-pyrazole-4-carboxylic acid), C(=O)(N1C=NC=C1)N1C=NC=C1 (carbonyldiimidazole), CN (methylamine). Solvent: CN(C=O)C (dimethylformamide). Conditions: time 20 minute. The product is BrC1=C(C=NN1C1=CC=CC=C1)C(=O)NC (5-bromo-1-phenyl-N-methyl-1H-pyrazole-4-carboxamide). The yield is 41.3%. RXN SMILES: [Br:1][C:2]1[N:6]([C:7]2[CH:12]=[CH:11][CH:10]=[CH:9][CH:8]=2)[N:5]=[CH:4][C:3]=1[C:13]([OH:15])=O.[C:16](N1C=CN=C1)([N:18]1C=CN=C1)=O.CN>CN(C)C=O>[Br:1][C:2]1[N:6]([C:7]2[CH:12]=[CH:11][CH:10]=[CH:9][CH:8]=2)[N:5]=[CH:4][C:3]=1[C:13]([NH:18][CH3:16])=[O:15]. Reported procedure: Three grams of 5-bromo-1-phenyl-1H-pyrazole-4-carboxylic acid and 2.6 g of carbonyldiimidazole were dissolved in 50 ml of dimethylformamide. The mixture was allowed to stir for 20 minutes and 7 ml of 40% aqueous methylamine was added to the reaction mixture. The mixture was stirred for 2 hours at room temperature and poured into ice water. The precipitated solid was collected by filtration and recrystallized from ethanol/water to afford 1.3 g of 5-bromo-1-phenyl-N-methyl-1H-pyrazole-4-carboxamid... Starting materials: ClC(C)OC(N(C[C@H]1CN(C(O1)=O)C1=CC(=C(C=C1)C1CCS(CC1)(=O)=O)F)C(C)=O)=O (Acetyl-{3-[4-(1,1-dioxo-hexahydro-1λ6-thiopyran-4-yl)-3-fluoro-phenyl]-2-oxo-oxazolidin 5(R)-ylmethyl}-carbamic acid 1(R,S)-chloro-ethyl ester), C(C1=CC=NC=C1)(=O)[O-].[Cs+] (cesium isonicotinate), O (water). Run in C(C)#N (acetonitrile). The product is C(C)(=O)N(C(=O)OC(C)OC(C1=CC=NC=C1)=O)C[C@H]1CN(C(O1)=O)C1=CC(=C(C=C1)C1CCS(CC1)(=O)=O)F (isonicotinic acid 1-(acetyl-{3-[4-(1,1-dioxo-hexahydro-1λ6-thiopyran-4-yl)-3-fluoro-phenyl]-2-oxo-oxazolidin-5(R)-ylmethyl}-carbamoyloxy)-ethyl ester). Isolated yield 83.0%. As a reaction SMILES: Cl[CH:2]([O:4][C:5](=[O:32])[N:6]([C:29](=[O:31])[CH3:30])[CH2:7][C@@H:8]1[O:12][C:11](=[O:13])[N:10]([C:14]2[CH:19]=[CH:18][C:17]([CH:20]3[CH2:25][CH2:24][S:23](=[O:27])(=[O:26])[CH2:22][CH2:21]3)=[C:16]([F:28])[CH:15]=2)[CH2:9]1)[CH3:3].[C:33]([O-:41])(=[O:40])[C:34]1[CH:39]=[CH:38][N:37]=[CH:36][CH:35]=1.[Cs+].O>C(#N)C>[C:29]([N:6]([CH2:7][C@@H:8]1[O:12][C:11](=[O:13])[N:10]([C:14]2[CH:19]=[CH:18][C:17]([CH:20]3[CH2:25][CH2:24][S:23](=[O:27])(=[O:26])[CH2:22][CH2:21]3)=[C:16]([F:28])[CH:15]=2)[CH2:9]1)[C:5]([O:4][CH:2]([O:41][C:33](=[O:40])[C:34]1[CH:39]=[CH:38][N:37]=[CH:36][CH:35]=1)[CH3:3])=[O:32])(=[O:31])[CH3:30] |f:1.2|. Procedure details: Acetyl-{3-[4-(1,1-dioxo-hexahydro-1λ6-thiopyran-4-yl)-3-fluoro-phenyl]-2-oxo-oxazolidin-5(R)-ylmethyl}-carbamic acid 1-chloro-ethyl ester (11) (0.40 g, 0.81 mmol) and cesium isonicotinate (0.42 g, 1.64 mmol) in acetonitrile (20 mL) are heated to reflux overnight. After cooling to RT, water is added and the reaction mixture is extracted with EtOAc and then with dichloromethane. The organic phases are washed separately with brine and then the organic layers are combined, dried over MgSO4, filtered... The reactants are C(C1=CC=CC=C1)OC([C@@H](CC(=O)OCC1=CC=CC=C1)NC(C1=CC=C(C=C1)N1CCC(CC1)CNC[C@@H](C1=CC(=C(C=C1)O)NS(=O)(=O)C)O)=O)=O ((2R)-2-{[4-(4-({[(2R)-2-hydroxy-2-{4-hydroxy-3-[(methylsulfonyl)-amino]-phenyl}ethyl)amino]methyl}piperidin-1-yl)benzoyl]-amino}butanedioic acid dibenzyl ester). Reagents/catalysts: [Pd] (palladium on carbon). Run in C(C)O (ethanol), C1=CCCCC1 (cyclohexene). The product is O[C@@H](CNCC1CCN(CC1)C1=CC=C(C(=O)N[C@@H](C(=O)O)CC(=O)O)C=C1)C1=CC(=C(C=C1)O)NS(=O)(=O)C ((2R)-2-{[4-(4-{[((2R)-2-Hydroxy-2-{4-hydroxy-3-[(methylsulfonyl)-amino]phenyl}ethyl)amino]methyl}piperidin-1-yl)benzoyl]amino}butanedioic Acid). Isolated yield 12.3%. As a reaction SMILES: C([O:8][C:9](=[O:54])[C@H:10]([NH:22][C:23](=[O:53])[C:24]1[CH:29]=[CH:28][C:27]([N:30]2[CH2:35][CH2:34][CH:33]([CH2:36][NH:37][CH2:38][C@H:39]([OH:52])[C:40]3[CH:45]=[CH:44][C:43]([OH:46])=[C:42]([NH:47][S:48]([CH3:51])(=[O:50])=[O:49])[CH:41]=3)[CH2:32][CH2:31]2)=[CH:26][CH:25]=1)[CH2:11][C:12]([O:14]CC1C=CC=CC=1)=[O:13])C1C=CC=CC=1>[Pd].C(O)C.C1CCCCC=1>[OH:52][C@H:39]([C:40]1[CH:45]=[CH:44][C:43]([OH:46])=[C:42]([NH:47][S:48]([CH3:51])(=[O:49])=[O:50])[CH:41]=1)[CH2:38][NH:37][CH2:36][CH:33]1[CH2:32][CH2:31][N:30]([C:27]2[CH:28]=[CH:29][C:24]([C:23]([NH:22][C@H:10]([CH2:11][C:12]([OH:14])=[O:13])[C:9]([OH:54])=[O:8])=[O:53])=[CH:25][CH:26]=2)[CH2:35][CH2:34]1. Reported procedure: A mixture of (2R)-2-{[4-(4-({[(2R)-2-hydroxy-2-{4-hydroxy-3-[(methylsulfonyl)-amino]-phenyl}ethyl)amino]methyl}piperidin-1-yl)benzoyl]-amino}butanedioic acid dibenzyl ester (0.110 g, 0.14 mmol) and 0.11 g of 10% palladium on carbon in ethanol (3 mL) and cyclohexene (1 mL) was heated at reflux for 3 hours. When complete, the catalyst was filtered (Celite) and the cake was washed with hot methanol. The solvent was removed under reduced pressure, to give the title compound (0.010 g).